Dataset: the Open Reaction Database (ORD), a public repository of structured organic reaction records. Task: describe an organic reaction: reactants, conditions, products, and yield Reactants: CN1CCOCC1, CC(C)N(C)C1CCC(N)C(CS(=O)(=O)c2ccccc2)C1, O=C(O)CC(=O)Nc1ccccc1C(F)(F)F, CN(C)C=O. Yields the product CC(C)N(C)C1CCC(NC(=O)CC(=O)Nc2ccccc2C(F)(F)F)C(CS(=O)(=O)c2ccccc2)C1. As a reaction SMILES: [CH3:40][N:41]1[CH2:42][CH2:43][O:44][CH2:45][CH2:46]1.[CH:1]([CH3:2])([CH3:3])[N:4]([CH:5]1[CH2:6][CH:7]([CH2:12][S:13](=[O:14])(=[O:15])[c:16]2[cH:17][cH:18][cH:19][cH:20][cH:21]2)[CH:8]([NH2:11])[CH2:9][CH2:10]1)[CH3:22].[F:23][C:24]([c:25]1[c:26]([NH:31][C:32]([CH2:33][C:34](=[O:35])[OH:36])=[O:37])[cH:27][cH:28][cH:29][cH:30]1)([F:38])[F:39].[O:47]=[CH:48][N:49]([CH3:50])[CH3:51]>>[CH:1]([CH3:2])([CH3:3])[N:4]([CH:5]1[CH2:6][CH:7]([CH2:12][S:13](=[O:14])(=[O:15])[c:16]2[cH:17][cH:18][cH:19][cH:20][cH:21]2)[CH:8]([NH:11][C:34]([CH2:33][C:32]([NH:31][c:26]2[c:25]([C:24]([F:23])([F:38])[F:39])[cH:30][cH:29][cH:28][cH:27]2)=[O:37])=[O:35])[CH2:9][CH2:10]1)[CH3:22]. Reactants: BrC=1C(=C2C(=NC1)N(C=C2C2=C(C=CC=C2)OC)COCC[Si](C)(C)C)Cl (5-Bromo-4-chloro-3-(2-methoxy-phenyl)-1-(2-trimethylsilanyl-ethoxymethyl)-1H-pyrrolo[2,3-b]pyridine), CNCCO (2-(methylamino)ethanol). Reaction conditions: temperature 145 celsius. Product: BrC=1C(=C2C(=NC1)N(C=C2C2=C(C=CC=C2)OC)COCC[Si](C)(C)C)N(CCO)C (2-{[5-Bromo-3-(2-methoxy-phenyl)-1-(2-trimethylsilanyl-ethoxymethyl)-1H-pyrrolo[2,3-b]pyridin-4-yl]-methyl-amino}-ethanol). Yield: 65.7%. As a reaction SMILES: [Br:1][C:2]1[C:3](Cl)=[C:4]2[C:10]([C:11]3[CH:16]=[CH:15][CH:14]=[CH:13][C:12]=3[O:17][CH3:18])=[CH:9][N:8]([CH2:19][O:20][CH2:21][CH2:22][Si:23]([CH3:26])([CH3:25])[CH3:24])[C:5]2=[N:6][CH:7]=1.[CH3:28][NH:29][CH2:30][CH2:31][OH:32]>>[Br:1][C:2]1[C:3]([N:29]([CH3:28])[CH2:30][CH2:31][OH:32])=[C:4]2[C:10]([C:11]3[CH:16]=[CH:15][CH:14]=[CH:13][C:12]=3[O:17][CH3:18])=[CH:9][N:8]([CH2:19][O:20][CH2:21][CH2:22][Si:23]([CH3:26])([CH3:25])[CH3:24])[C:5]2=[N:6][CH:7]=1. Procedure: 5-Bromo-4-chloro-3-(2-methoxy-phenyl)-1-(2-trimethylsilanyl-ethoxymethyl)-1H-pyrrolo[2,3-b]pyridine (94 mg, 0.201 mmol) was combined 2-(methylamino)ethanol (161 μL, 2.01 mmol) in a sealed tube and heated for 15 hours at 145° C. The crude product was purified by flash silica gel chromatography using a gradient of ethyl acetate in hexanes to afford 2-{[5-Bromo-3-(2-methoxy-phenyl)-1-(2-trimethylsilanyl-ethoxymethyl)-1H-pyrrolo[2,3-b]pyridin-4-yl]-methyl-amino}-ethanol (67 mg, 0.132 mmol, 66% yield...